Dataset: the Open Reaction Database (ORD), a public repository of structured organic reaction records. Task: describe an organic reaction: reactants, conditions, products, and yield The reactants are [Si](C)(C)(C(C)(C)C)O[C@H](C1CCN(CC1)C1=CC=C(C(=O)NS(=O)(=O)C2=CC(=C(C=C2)N[C@@H](CSC2=CC=CC=C2)CCN2[C@H](COCC2)CN(CC)CC)S(=O)(=O)C(F)(F)F)C=C1)C1=C(C=CC=C1)C1=CC=C(C=C1)Cl (4-(4-((R)-(tert-butyldimethylsilyloxy)(4′-chlorobiphenyl-2-yl)methyl)piperidin-1-yl)-N-(4-((R)-4-((S)-3-((diethylamino)methyl)morpholino)-1-(phenylthio)butan-2-ylamino)-3-(trifluoromethyl sulfonyl)phenylsulfonyl)benzamide), INTERMEDIATE 89, CCCC[N+](CCCC)(CCCC)CCCC.[F-] (TBAF). Yields the product ClC1=CC=C(C=C1)C1=C(C=CC=C1)[C@@H](C1CCN(CC1)C1=CC=C(C(=O)NS(=O)(=O)C2=CC(=C(C=C2)N[C@@H](CSC2=CC=CC=C2)CCN2[C@H](COCC2)CN(CC)CC)S(=O)(=O)C(F)(F)F)C=C1)O (4-(4-((R)-(4′-chlorobiphenyl-2-yl)(hydroxy)methyl)piperidin-1-yl)-N-(4-((R)-4-((S)-3-((diethylamino)methyl)morpholino)-1-(phenylthio)butan-2-ylamino)-3-(trifluoromethylsulfonyl)phenylsulfonyl)benzamide). The yield is 48.0%. As a reaction SMILES: [Si]([O:8][C@@H:9]([C:65]1[CH:70]=[CH:69][CH:68]=[CH:67][C:66]=1[C:71]1[CH:76]=[CH:75][C:74]([Cl:77])=[CH:73][CH:72]=1)[CH:10]1[CH2:15][CH2:14][N:13]([C:16]2[CH:64]=[CH:63][C:19]([C:20]([NH:22][S:23]([C:26]3[CH:31]=[CH:30][C:29]([NH:32][C@H:33]([CH2:42][CH2:43][N:44]4[CH2:49][CH2:48][O:47][CH2:46][C@@H:45]4[CH2:50][N:51]([CH2:54][CH3:55])[CH2:52][CH3:53])[CH2:34][S:35][C:36]4[CH:41]=[CH:40][CH:39]=[CH:38][CH:37]=4)=[C:28]([S:56]([C:59]([F:62])([F:61])[F:60])(=[O:58])=[O:57])[CH:27]=3)(=[O:25])=[O:24])=[O:21])=[CH:18][CH:17]=2)[CH2:12][CH2:11]1)(C(C)(C)C)(C)C.CCCC[N+](CCCC)(CCCC)CCCC.[F-]>>[Cl:77][C:74]1[CH:75]=[CH:76][C:71]([C:66]2[CH:67]=[CH:68][CH:69]=[CH:70][C:65]=2[C@H:9]([OH:8])[CH:10]2[CH2:15][CH2:14][N:13]([C:16]3[CH:17]=[CH:18][C:19]([C:20]([NH:22][S:23]([C:26]4[CH:31]=[CH:30][C:29]([NH:32][C@H:33]([CH2:42][CH2:43][N:44]5[CH2:49][CH2:48][O:47][CH2:46][C@@H:45]5[CH2:50][N:51]([CH2:54][CH3:55])[CH2:52][CH3:53])[CH2:34][S:35][C:36]5[CH:41]=[CH:40][CH:39]=[CH:38][CH:37]=5)=[C:28]([S:56]([C:59]([F:62])([F:61])[F:60])(=[O:57])=[O:58])[CH:27]=4)(=[O:24])=[O:25])=[O:21])=[CH:63][CH:64]=3)[CH2:12][CH2:11]2)=[CH:72][CH:73]=1 |f:1.2|. Reported procedure: A solution of 4-(4-((R)-(tert-butyldimethylsilyloxy)(4′-chlorobiphenyl-2-yl)methyl)piperidin-1-yl)-N-(4-((R)-4-((S)-3-((diethylamino)methyl)morpholino)-1-(phenylthio)butan-2-ylamino)-3-(trifluoromethyl sulfonyl)phenylsulfonyl)benzamide, (INTERMEDIATE 89, 100 mg, 0.09 mmol) and TBAF (3.5 ml 3.46 mmol, 1 M in THF) was stirred for 45 minutes at room temperature. The solvent was removed under reduced pressure and the residue was taken up in DCM (50 ml). The organic layer was washed successively with... Reactants: C[Si](C)(C)C#CCBr, C1CCOC1, C[Si](C)(C)[N-][Si](C)(C)C, [Li+], CCOP([O-])OCC. Yields the product CCOP(=O)(CC#C[Si](C)(C)C)OCC. Reaction SMILES: [Br:19][CH2:20][C:21]#[C:22][Si:23]([CH3:24])([CH3:25])[CH3:26].[CH2:27]1[O:28][CH2:29][CH2:30][CH2:31]1.[CH3:2][Si:3]([N-:4][Si:5]([CH3:6])([CH3:7])[CH3:8])([CH3:9])[CH3:10].[Li+:1].[P:11]([O:12][CH2:13][CH3:14])([O:15][CH2:16][CH3:17])[O-:18]>>[P:11]([O:12][CH2:13][CH3:14])([O:15][CH2:16][CH3:17])(=[O:18])[CH2:20][C:21]#[C:22][Si:23]([CH3:24])([CH3:25])[CH3:26]. The reactants are CC#N, Cc1ccnc(NC(=O)CCl)c1, O=C(OC1CN2CCC1CC2)C1(c2ccccc2)CCCCCC1. Product: [Cl-], Cc1ccnc(NC(=O)C[N+]23CCC(CC2)C(OC(=O)C2(c4ccccc4)CCCCCC2)C3)c1. Reaction SMILES: [CH3:37][C:38]#[N:39].[Cl:25][CH2:26][C:27](=[O:28])[NH:29][c:30]1[n:31][cH:32][cH:33][c:34]([CH3:36])[cH:35]1.[N:1]12[CH2:2][CH:3]([O:9][C:10](=[O:11])[C:12]3([c:19]4[cH:20][cH:21][cH:22][cH:23][cH:24]4)[CH2:13][CH2:14][CH2:15][CH2:16][CH2:17][CH2:18]3)[CH:4]([CH2:5][CH2:6]1)[CH2:7][CH2:8]2>>[Cl-:25].[N+:1]12([CH2:26][C:27](=[O:28])[NH:29][c:30]3[n:31][cH:32][cH:33][c:34]([CH3:36])[cH:35]3)[CH2:2][CH:3]([O:9][C:10](=[O:11])[C:12]3([c:19]4[cH:20][cH:21][cH:22][cH:23][cH:24]4)[CH2:13][CH2:14][CH2:15][CH2:16][CH2:17][CH2:18]3)[CH:4]([CH2:5][CH2:6]1)[CH2:7][CH2:8]2.